From a dataset of the Open Reaction Database (ORD), a public repository of structured organic reaction records. describe an organic reaction: reactants, conditions, products, and yield The reactants are N\C(=C/C(=O)OCC)\C(F)(F)F (ethyl 3-amino-4,4,4-trifluorocrotonate), FC1=CC2=C(N(C(CO2)=O)CC#C)C=C1N=C=O (3,4-dihydro-7-fluoro-6-isocyanato-3-oxo-4-(2-propynyl)-2H-1,4-benzoxazine). Yields the product C(C)OC(=O)C=C(C(F)(F)F)NC(NC=1C(=CC2=C(N(C(CO2)=O)CC#C)C1)F)=O (6-{3-[2-(ethoxycarbonyl)-1-trifluoromethyl-vinyl]ureido}-3,4-dihydro-7-fluoro-3-oxo-4-(2-propynyl)-2H-1,4-benzoxazine). RXN SMILES: [NH2:1]/[C:2](/[C:9]([F:12])([F:11])[F:10])=[CH:3]\[C:4]([O:6][CH2:7][CH3:8])=[O:5].[F:13][C:14]1[C:27]([N:28]=[C:29]=[O:30])=[CH:26][C:17]2[N:18]([CH2:23][C:24]#[CH:25])[C:19](=[O:22])[CH2:20][O:21][C:16]=2[CH:15]=1>>[CH2:7]([O:6][C:4]([CH:3]=[C:2]([NH:1][C:29](=[O:30])[NH:28][C:27]1[C:14]([F:13])=[CH:15][C:16]2[O:21][CH2:20][C:19](=[O:22])[N:18]([CH2:23][C:24]#[CH:25])[C:17]=2[CH:26]=1)[C:9]([F:10])([F:11])[F:12])=[O:5])[CH3:8]. Procedure: Analogously to the procedure described in Example 1, starting from ethyl 3-amino-4,4,4-trifluorocrotonate and 3,4-dihydro-7-fluoro-6-isocyanato-3-oxo-4-(2-propynyl)-2H-1,4-benzoxazine there is obtained 6-{3-[2-(ethoxycarbonyl)-1-trifluoromethyl-vinyl]ureido}-3,4-dihydro-7-fluoro-3-oxo-4-(2-propynyl)-2H-1,4-benzoxazine (not isolated) and, after cyclization of this benzoxazine, there is obtained 3-[3,4-dihydro-7-fluoro-3-oxo-4-(2-propynyl)-2H-1,4-benzoxazin-6-yl]-6-trifluoromethyl-2,4(1H,3H)-pyrim... Reaction SMILES: [CH2:48]([P:49]([CH2:50][CH2:51][CH2:52][CH3:53])[CH2:54][CH2:55][CH2:56][CH3:57])[CH2:58][CH2:59][CH3:60].[CH2:61]([Cl:62])[Cl:63].[Cl:19][c:20]1[cH:21][c:22]([F:40])[c:23]([NH:24][c:25]2[n:26][cH:27][n:28][c:29]3[cH:30][c:31]([OH:37])[c:32]([O:35][CH3:36])[cH:33][c:34]23)[cH:38][cH:39]1.[N:1]([C:2]([N:3]1[CH2:4][CH2:5][CH2:6][CH2:7][CH2:8]1)=[O:9])=[N:10][C:11]([N:12]1[CH2:13][CH2:14][CH2:15][CH2:16][CH2:17]1)=[O:18].[O:41]1[CH2:42][CH:43]([CH2:46][OH:47])[CH2:44][CH2:45]1>>[Cl:19][c:20]1[cH:21][c:22]([F:40])[c:23]([NH:24][c:25]2[n:26][cH:27][n:28][c:29]3[cH:30][c:31]([O:37][CH2:46][CH:43]4[CH2:42][O:41][CH2:45][CH2:44]4)[c:32]([O:35][CH3:36])[cH:33][c:34]23)[cH:38][cH:39]1. The product is COc1cc2c(Nc3ccc(Cl)cc3F)ncnc2cc1OCC1CCOC1. Starting materials: CCCCP(CCCC)CCCC, ClCCl, COc1cc2c(Nc3ccc(Cl)cc3F)ncnc2cc1O, O=C(N=NC(=O)N1CCCCC1)N1CCCCC1, OCC1CCOC1. The reactants are Cc1nc(C)c(-c2ccc(B3OC(C)(C)C(C)(C)O3)cc2)nc1C(N)=O, COCCOC, CCO, COC(=O)Cc1ccc(OS(=O)(=O)C(F)(F)F)c(Cl)c1, ClCCl, [K+], [K+], [K+], O, O=P([O-])([O-])[O-]. Product: COC(=O)Cc1ccc(-c2ccc(-c3nc(C(N)=O)c(C)nc3C)cc2)c(Cl)c1. RXN SMILES: [CH3:1][c:2]1[c:3]([C:24](=[O:25])[NH2:26])[n:4][c:5](-[c:9]2[cH:10][cH:11][c:12]([B:15]3[O:16][C:17]([CH3:18])([CH3:19])[C:20]([CH3:21])([CH3:22])[O:23]3)[cH:13][cH:14]2)[c:6]([CH3:8])[n:7]1.[CH3:58][O:59][CH2:60][CH2:61][O:62][CH3:63].[CH3:64][CH2:65][OH:66].[Cl:35][c:36]1[cH:37][c:38]([CH2:50][C:51](=[O:52])[O:53][CH3:54])[cH:39][cH:40][c:41]1[O:42][S:43]([C:44]([F:45])([F:46])[F:47])(=[O:48])=[O:49].[Cl:55][CH2:56][Cl:57].[K+:32].[K+:33].[K+:34].[OH2:67].[P:27]([O-:28])([O-:29])([O-:30])=[O:31]>>[CH3:1][c:2]1[c:3]([C:24](=[O:25])[NH2:26])[n:4][c:5](-[c:9]2[cH:10][cH:11][c:12](-[c:41]3[c:36]([Cl:35])[cH:37][c:38]([CH2:50][C:51](=[O:52])[O:53][CH3:54])[cH:39][cH:40]3)[cH:13][cH:14]2)[c:6]([CH3:8])[n:7]1. Reactants: C(=O)(O)[C@@H]([C@@H](C(=O)O)O)CC(C)C (3(R)-carboxy-2(S)-hydroxy-5-methylhexanoic acid), FC(C(=O)OC(C(F)(F)F)=O)(F)F (trifluoroacetic anhydride). Reaction conditions: time 8 hour. Yields the product C(=O)(O)[C@@H]([C@@H](C(=O)OC)O)CC(C)C (methyl 3(R)-carboxy-2(S)-hydroxy-5-methylhexanoate). Reaction SMILES: [C:1]([C@H:4]([CH2:10][CH:11]([CH3:13])[CH3:12])[C@H:5]([OH:9])[C:6]([OH:8])=[O:7])([OH:3])=[O:2].F[C:15](F)(F)C(OC(=O)C(F)(F)F)=O>>[C:1]([C@H:4]([CH2:10][CH:11]([CH3:13])[CH3:12])[C@H:5]([OH:9])[C:6]([O:8][CH3:15])=[O:7])([OH:3])=[O:2]. Reported procedure: 4.48 g of 3(R)-carboxy-2(S)-hydroxy-5-methylhexanoic acid were stirred under nitrogen in 10 ml of trifluoroacetic anhydride for 1.5 hours. The solvent was evaporated and the residue was dissolved in 20 ml of dry methanol and stirred overnight at room temperature. The solvent was evaporated to give 5.3 g of methyl 3(R)-carboxy-2(S)-hydroxy-5-methylhexanoate in the form of an orange oil. Reactants: FC(F)(F)c1ccc(Nc2ncnc3c2CN(Cc2ccccc2)CC3)cc1, CO, [OH-], [OH-], [Pd+2]. Product: FC(F)(F)c1ccc(Nc2ncnc3c2CNCC3)cc1. Reaction SMILES: [CH2:1]([c:2]1[cH:3][cH:4][cH:5][cH:6][cH:7]1)[N:8]1[CH2:9][c:10]2[c:11]([n:12][cH:13][n:14][c:15]2[NH:16][c:17]2[cH:18][cH:19][c:20]([C:23]([F:24])([F:25])[F:26])[cH:21][cH:22]2)[CH2:27][CH2:28]1.[CH3:29][OH:30].[OH-:31].[OH-:33].[Pd+2:32]>>[NH:8]1[CH2:9][c:10]2[c:11]([n:12][cH:13][n:14][c:15]2[NH:16][c:17]2[cH:18][cH:19][c:20]([C:23]([F:24])([F:25])[F:26])[cH:21][cH:22]2)[CH2:27][CH2:28]1. Reactants: COC(CC1=CC2=CC=C(C=C2C(=C1C)C1CCN(CC1)S(=O)(=O)C1=C(C=CC=C1)OC)F)=O ({6-fluoro-4-[1-(2-methoxy-benzenesulfonyl)-piperidin-4-yl]-3-methyl-naphthalen-2-yl}-acetic acid methyl ester), O.[OH-].[Li+] (lithium hydroxide monohydrate). Solvent: C1CCOC1 (THF), O (water). Reaction conditions: time 8 hour. Product: FC=1C=C2C(=C(C(=CC2=CC1)CC(=O)O)C)C1CCN(CC1)S(=O)(=O)C1=C(C=CC=C1)OC ({6-fluoro-4-[1-(2-methoxy-benzenesulfonyl)-piperidin-4-yl]-3-methyl-naphthalen-2-yl}-acetic acid). Yield: 82.7%. As a reaction SMILES: C[O:2][C:3](=[O:34])[CH2:4][C:5]1[C:14]([CH3:15])=[C:13]([CH:16]2[CH2:21][CH2:20][N:19]([S:22]([C:25]3[CH:30]=[CH:29][CH:28]=[CH:27][C:26]=3[O:31][CH3:32])(=[O:24])=[O:23])[CH2:18][CH2:17]2)[C:12]2[C:7](=[CH:8][CH:9]=[C:10]([F:33])[CH:11]=2)[CH:6]=1.O.[OH-].[Li+]>C1COCC1.O>[F:33][C:10]1[CH:11]=[C:12]2[C:7](=[CH:8][CH:9]=1)[CH:6]=[C:5]([CH2:4][C:3]([OH:34])=[O:2])[C:14]([CH3:15])=[C:13]2[CH:16]1[CH2:21][CH2:20][N:19]([S:22]([C:25]2[CH:30]=[CH:29][CH:28]=[CH:27][C:26]=2[O:31][CH3:32])(=[O:24])=[O:23])[CH2:18][CH2:17]1 |f:1.2.3|. Procedure details: To a solution of {6-fluoro-4-[1-(2-methoxy-benzenesulfonyl)-piperidin-4-yl]-3-methyl-naphthalen-2-yl}-acetic acid methyl ester (64 mg, 0.132 mmol) in THF (8.0 mL) was added a solution of lithium hydroxide monohydrate (63.3 mg, 1.5 mmol) in water (2 mL). The reaction mixture was stirred at room temperature overnight under nitrogen. After this time, the reaction mixture was concentrated. Water (˜20 mL) was added and the mixture was acidified with 1.0 N aqueous HCl (2.7 mL). The resulting white pre... Reactants: C(C=C)C1CCN(CC1)C(=O)OC(C)(C)C (4-(Prop-2-en-1-yl)-1-t-butoxycarbonylpiperidine), Cl (hydrochloride), BrC1=CC=C(C#N)C=C1 (4-bromobenzonitrile). The product is Cl.C(#N)C1=CC=C(C=C1)CCCC1CCNCC1 (4-(3-(4-Cyanophenyl)prop-1-yl)piperidine hydrochloride). RXN SMILES: [CH2:1]([CH:4]1[CH2:9][CH2:8][N:7](C(OC(C)(C)C)=O)[CH2:6][CH2:5]1)[CH:2]=[CH2:3].Br[C:18]1[CH:25]=[CH:24][C:21]([C:22]#[N:23])=[CH:20][CH:19]=1.[ClH:26]>>[ClH:26].[C:22]([C:21]1[CH:24]=[CH:25][C:18]([CH2:3][CH2:2][CH2:1][CH:4]2[CH2:5][CH2:6][NH:7][CH2:8][CH2:9]2)=[CH:19][CH:20]=1)#[N:23] |f:3.4|. Procedure details: Starting with 4-(prop-2-en-1-yl)-1-t-butoxycarbonylpiperidine from Procedure 5, Step B (475 mg, 2.1 mmol) and using essentially the same methods as in Procedure 5, Step D, but substituting 4-bromobenzonitrile (382 mg, 2.1 mmol), the title compound (337 mg) was obtained as the hydrochloride.